Task: describe an organic reaction: reactants, conditions, products, and yield. Dataset: the Open Reaction Database (ORD), a public repository of structured organic reaction records The reactants are ClC1=C(C(=O)O)C=CC=C1 (2-chlorobenzoic acid), C(C)(C)OC(CN)C=1C=NC(=NC1)C (2-isopropoxy-2-(2-methylpyrimidin-5-yl)ethanamine). The product is ClC1=C(C(=O)NCC(C=2C=NC(=NC2)C)OC(C)C)C=CC=C1 (2-Chloro-N-(2-isopropoxy-2-(2-methylpyrimidin-5-yl)ethyl)benzamide). Reaction SMILES: [Cl:1][C:2]1[CH:10]=[CH:9][CH:8]=[CH:7][C:3]=1[C:4]([OH:6])=O.[CH:11]([O:14][CH:15]([C:18]1[CH:19]=[N:20][C:21]([CH3:24])=[N:22][CH:23]=1)[CH2:16][NH2:17])([CH3:13])[CH3:12]>>[Cl:1][C:2]1[CH:10]=[CH:9][CH:8]=[CH:7][C:3]=1[C:4]([NH:17][CH2:16][CH:15]([O:14][CH:11]([CH3:13])[CH3:12])[C:18]1[CH:19]=[N:20][C:21]([CH3:24])=[N:22][CH:23]=1)=[O:6]. Reported procedure: From 2-chlorobenzoic acid and 2-isopropoxy-2-(2-methylpyrimidin-5-yl)ethanamine. LCMS (MH+): m/z=334.0, tR (minutes, Method E)=0.52